Dataset: the Open Reaction Database (ORD), a public repository of structured organic reaction records. Task: describe an organic reaction: reactants, conditions, products, and yield The reactants are ClCCO (2-chloroethanol), C1(=CC=CC=C1)C=1C(NN=C(C1C1=CC=CC=C1)C1=CC=CC=C1)=O (4,5,6-triphenyl-2H-pyridazin-3-one), CN(C=O)C (dimethylformamide), [OH-].[Na+] (sodium hydroxide). The solvent is O (water). Yields the product OCCN1N=C(C(=C(C1=O)C1=CC=CC=C1)C1=CC=CC=C1)C1=CC=CC=C1 (2-(2'-Hydroxyethyl)-4,5,6-Triphenyl-2H-Pyridazin-3-One). The yield is 25.0%. Reaction SMILES: [C:1]1([C:7]2[C:8](=[O:25])[NH:9][N:10]=[C:11]([C:19]3[CH:24]=[CH:23][CH:22]=[CH:21][CH:20]=3)[C:12]=2[C:13]2[CH:18]=[CH:17][CH:16]=[CH:15][CH:14]=2)[CH:6]=[CH:5][CH:4]=[CH:3][CH:2]=1.CN(C)C=O.[OH-].[Na+].Cl[CH2:34][CH2:35][OH:36]>O>[OH:36][CH2:35][CH2:34][N:9]1[C:8](=[O:25])[C:7]([C:1]2[CH:2]=[CH:3][CH:4]=[CH:5][CH:6]=2)=[C:12]([C:13]2[CH:18]=[CH:17][CH:16]=[CH:15][CH:14]=2)[C:11]([C:19]2[CH:20]=[CH:21][CH:22]=[CH:23][CH:24]=2)=[N:10]1 |f:2.3|. Reported procedure: To 4,5,6-triphenyl-2H-pyridazin-3-one (6.0 g) were added 50 ml of dimethylformamide and a solution of sodium hydroxide pellets (0.7 g) dissolved in 5 ml of water. The resultant slurry was stirred at room temperature, while adding dropwise, 1.5 g of 2-chloroethanol. The mixture was heated to 110° C. for 1 hour and then allowed to heat for 16 hours at 90° C., after which time, the dimethylformamide was removed by evacuation. The residue was redissolved in methanol from which the compound was tritu...